This data is from the Open Reaction Database (ORD), a public repository of structured organic reaction records. The task is: describe an organic reaction: reactants, conditions, products, and yield The reactants are COc1ccc(Br)cc1, CON(C)C(=O)c1cn(-c2cccc(-c3cccnc3F)c2)cn1. The product is COc1ccc(C(=O)c2cn(-c3cccc(-c4cccnc4F)c3)cn2)cc1. As a reaction SMILES: [Br:25][c:26]1[cH:27][cH:28][c:29]([O:32][CH3:33])[cH:30][cH:31]1.[CH3:1][O:2][N:3]([C:4](=[O:5])[c:6]1[n:7][cH:8][n:9](-[c:11]2[cH:12][c:13](-[c:17]3[c:18]([F:23])[n:19][cH:20][cH:21][cH:22]3)[cH:14][cH:15][cH:16]2)[cH:10]1)[CH3:24]>>[C:4](=[O:5])([c:6]1[n:7][cH:8][n:9](-[c:11]2[cH:12][c:13](-[c:17]3[c:18]([F:23])[n:19][cH:20][cH:21][cH:22]3)[cH:14][cH:15][cH:16]2)[cH:10]1)[c:26]1[cH:27][cH:28][c:29]([O:32][CH3:33])[cH:30][cH:31]1. The reactants are ClC1=C(C=C(N)C=C1)C1=NC=CC=C1 (4-chloro-3-(pyridin-2-yl)aniline), C(C1=CC=CC=C1)NC(=O)C1=NC=C(C(=O)O)C=C1 (6-(benzylcarbamoyl)nicotinic acid). The product is C(C1=CC=CC=C1)NC(=O)C1=NC=C(C=C1)C(=O)NC1=CC(=C(C=C1)Cl)C1=NC=CC=C1 (N2-benzyl-N5-(4-chloro-3-(pyridin-2-yl)phenyl)pyridine-2,5-dicarboxamide). Reaction SMILES: [Cl:1][C:2]1[CH:8]=[CH:7][C:5]([NH2:6])=[CH:4][C:3]=1[C:9]1[CH:14]=[CH:13][CH:12]=[CH:11][N:10]=1.[CH2:15]([NH:22][C:23]([C:25]1[CH:33]=[CH:32][C:28]([C:29](O)=[O:30])=[CH:27][N:26]=1)=[O:24])[C:16]1[CH:21]=[CH:20][CH:19]=[CH:18][CH:17]=1>>[CH2:15]([NH:22][C:23]([C:25]1[CH:33]=[CH:32][C:28]([C:29]([NH:6][C:5]2[CH:7]=[CH:8][C:2]([Cl:1])=[C:3]([C:9]3[CH:14]=[CH:13][CH:12]=[CH:11][N:10]=3)[CH:4]=2)=[O:30])=[CH:27][N:26]=1)=[O:24])[C:16]1[CH:21]=[CH:20][CH:19]=[CH:18][CH:17]=1. Reported procedure: 250 mg of 5-(methoxycarbonyl)picolinic acid was coupled to benzylamine via Procedure G. Crude methyl 6-(benzylcarbamoyl)nicotinate was hydrolyzed via Procedure M to yield 300 mg of 6-(benzylcarbamoyl)nicotinic acid. 60 mg of 4-chloro-3-(pyridin-2-yl)aniline was coupled to 6-(benzylcarbamoyl)nicotinic acid via Procedure G. The crude product was purified by reverse phase HPLC to yield N2-benzyl-N5-(4-chloro-3-(pyridin-2-yl)phenyl)pyridine-2,5-dicarboxamide. Reactants: CN(C)C=O, COC(=O)c1nccnc1N, CC#N, O=C(Cl)C(=O)Cl, ClCCl, O=C(O)Cc1c(F)ccc(F)c1Cl. Yields the product COC(=O)c1nccnc1NC(=O)Cc1c(F)ccc(F)c1Cl. RXN SMILES: [CH3:20][N:21]([CH3:22])[CH:23]=[O:24].[CH3:25][O:26][C:27](=[O:28])[c:29]1[n:30][cH:31][cH:32][n:33][c:34]1[NH2:35].[CH3:39][C:40]#[N:41].[Cl:1][C:2]([C:3]([Cl:4])=[O:5])=[O:6].[Cl:36][CH2:37][Cl:38].[Cl:7][c:8]1[c:9]([CH2:16][C:17](=[O:18])[OH:19])[c:10]([F:15])[cH:11][cH:12][c:13]1[F:14]>>[Cl:7][c:8]1[c:9]([CH2:16][C:17](=[O:19])[NH:35][c:34]2[c:29]([C:27]([O:26][CH3:25])=[O:28])[n:30][cH:31][cH:32][n:33]2)[c:10]([F:15])[cH:11][cH:12][c:13]1[F:14]. The reactants are C1(=CC=CC=C1)S(=O)(=O)C=1C=CC2=C(N=CS2)C1 (5-phenylsulfonylbenzothiazole), C(C)(C)[N-]C(C)C.[Li+] (lithium diisopropylamide), FC(C(C)=O)(F)F (Trifluoroacetone). Solvent: O1CCCC1 (tetrahydrofuran). Run at temperature -78 celsius, time 20 minute. The product is FC(C(C)(O)C=1SC2=C(N1)C=C(C=C2)S(=O)(=O)C2=CC=CC=C2)(F)F (1,1,1-Trifluoro-2-(5-phenylsulfonylbenzothiazol-2-yl)-propan-2-ol). Yield: 46.9%. Reaction SMILES: [C:1]1([S:7]([C:10]2[CH:11]=[CH:12][C:13]3[S:17][CH:16]=[N:15][C:14]=3[CH:18]=2)(=[O:9])=[O:8])[CH:6]=[CH:5][CH:4]=[CH:3][CH:2]=1.C([N-]C(C)C)(C)C.[Li+].[F:27][C:28]([F:33])([F:32])[C:29](=[O:31])[CH3:30]>O1CCCC1>[F:27][C:28]([F:33])([F:32])[C:29]([C:16]1[S:17][C:13]2[CH:12]=[CH:11][C:10]([S:7]([C:1]3[CH:2]=[CH:3][CH:4]=[CH:5][CH:6]=3)(=[O:9])=[O:8])=[CH:18][C:14]=2[N:15]=1)([OH:31])[CH3:30] |f:1.2|. Procedure: To a stirred solution of 5-phenylsulfonylbenzothiazole (0.845 g) in dry tetrahydrofuran (50 mL) at -78° C. was added lithium diisopropylamide (3.5 mmol in 3 mL tetrahydrofuran) dropwise over approximately 10 minutes. A deep red solution formed. Trifluoroacetone (0.63 g) was added. After stirring for 20 minutes at -78° C., the reaction mixture was quenched with saturated ammonium chloride solution. The reaction mixture was then extracted with ether (75 mL and 25 mL) and dichloromethane (25 mL). T... Procedure: In 10 ml of methylene chloride was dissolved 1.0 g of 2-[4-(pyridin-3-ylmethyl)phenyl]ethanol, and 980 mg of p-toluene sulfonic acid monohydrate was added thereto with ice-cooling. To the resulting solution was added 2.7 g of ethyl diazoacetate with ice-cooling, after which 700 mg of boron trifluoridediethyl ether complex was dropped into the solution. The resulting mixture was subjected to reaction at the same temperature for one hour. Subsequently, 20 ml of water and 20 ml of methylene chlorid... Starting materials: N1=CC(=CC=C1)CC1=CC=C(C=C1)CCO (2-[4-(pyridin-3-ylmethyl)phenyl]ethanol), O.C1(=CC=C(C=C1)S(=O)(=O)O)C (p-toluene sulfonic acid monohydrate), [OH-].[Na+] (sodium hydroxide), [N+](=[N-])=CC(=O)OCC (ethyl diazoacetate). As a reaction SMILES: [N:1]1[CH:6]=[CH:5][CH:4]=[C:3]([CH2:7][C:8]2[CH:13]=[CH:12][C:11]([CH2:14][CH2:15][OH:16])=[CH:10][CH:9]=2)[CH:2]=1.O.C1(C)C=CC(S(O)(=O)=O)=CC=1.[N+](=[CH:31][C:32]([O:34][CH2:35][CH3:36])=[O:33])=[N-].[OH-].[Na+]>C(Cl)Cl.O>[N:1]1[CH:6]=[CH:5][CH:4]=[C:3]([CH2:7][C:8]2[CH:9]=[CH:10][C:11]([CH2:14][CH2:15][O:16][CH2:31][C:32]([O:34][CH2:35][CH3:36])=[O:33])=[CH:12][CH:13]=2)[CH:2]=1 |f:1.2,4.5|. Yields the product N1=CC(=CC=C1)CC1=CC=C(C=C1)CCOCC(=O)OCC (ethyl 2-[4-(pyridin-3-ylmethyl)phenyl]ethyloxyacetate). Yield: 15.7%. Solvent: C(Cl)Cl (methylene chloride), C(Cl)Cl (methylene chloride), O (water).